This data is from the Open Reaction Database (ORD), a public repository of structured organic reaction records. The task is: describe an organic reaction: reactants, conditions, products, and yield Starting materials: Intermediate 13, CC1CC(C(CC1)=O)CC(C1=NC=CC=C1)=O (4-methyl-2-(2-oxo-2-pyridin-2-ylethyl)cyclohexanone), NC1=CC=C(C(=O)O)C=C1 (4-aminobenzoic acid). The product is CC1CC=2C=C(N(C2CC1)C1=CC=C(C(=O)O)C=C1)C1=NC=CC=C1 (4-(5-methyl-2-pyridin-2-yl-4,5,6,7-tetrahydro-1H-indol-1-yl)benzoic acid). Yield: 65.0%. As a reaction SMILES: [CH3:1][CH:2]1[CH2:7][CH2:6][C:5](=O)[CH:4]([CH2:9][C:10](=O)[C:11]2[CH:16]=[CH:15][CH:14]=[CH:13][N:12]=2)[CH2:3]1.[NH2:18][C:19]1[CH:27]=[CH:26][C:22]([C:23]([OH:25])=[O:24])=[CH:21][CH:20]=1>>[CH3:1][CH:2]1[CH2:7][CH2:6][C:5]2[N:18]([C:19]3[CH:27]=[CH:26][C:22]([C:23]([OH:25])=[O:24])=[CH:21][CH:20]=3)[C:10]([C:11]3[CH:16]=[CH:15][CH:14]=[CH:13][N:12]=3)=[CH:9][C:4]=2[CH2:3]1. Procedure details: Following the general methods as outlined under Intermediate 13, starting from 4-methyl-2-(2-oxo-2-pyridin-2-ylethyl)cyclohexanone and 4-aminobenzoic acid, the title compound was isolated in 65% yield (96% purity by HPLC). MS(ESI+): 333.5; MS(ESI−): 331.6.